Dataset: the Open Reaction Database (ORD), a public repository of structured organic reaction records. Task: describe an organic reaction: reactants, conditions, products, and yield The reactants are BrCCCCCCC(=O)O (7-bromoheptanoic acid), [N-]=[N+]=[N-].[Na+] (NaN3). Product: N(=[N+]=[N-])C(CCCC(=O)O)CC (5-azidoheptanoic acid). RXN SMILES: Br[CH2:2][CH2:3][CH2:4][CH2:5][CH2:6][CH2:7][C:8]([OH:10])=[O:9].[N-:11]=[N+:12]=[N-:13].[Na+]>>[N:11]([CH:4]([CH2:3][CH3:2])[CH2:5][CH2:6][CH2:7][C:8]([OH:10])=[O:9])=[N+:12]=[N-:13] |f:1.2|. Procedure details: Reaction of 7-bromoheptanoic acid and NaN3, as described for the synthesis of 6, gave 5-azidoheptanoic acid 10. Saponification was not necessary. Used without further purification. The reactants are ClC1=CC=C(C=C1)SCCCC(=O)O (4-(p-chlorophenylthio)butyric acid), C[O-].[Na+] (sodium methoxide). Solvent: C(C)(C)O (isopropanol). Yields the product ClC1=CC=C(C=C1)SCCCC(=O)[O-].[Na+] (Sodium 4-(p-Chlorophenylthio)butyrate). Reaction SMILES: [Cl:1][C:2]1[CH:7]=[CH:6][C:5]([S:8][CH2:9][CH2:10][CH2:11][C:12]([OH:14])=[O:13])=[CH:4][CH:3]=1.C[O-].[Na+:17]>C(O)(C)C>[Cl:1][C:2]1[CH:7]=[CH:6][C:5]([S:8][CH2:9][CH2:10][CH2:11][C:12]([O-:14])=[O:13])=[CH:4][CH:3]=1.[Na+:17] |f:1.2,4.5|. Reported procedure: A hot solution of 13.8 g of 4-(p-chlorophenylthio)butyric acid was added to a hot solution of 3.2 g of sodium methoxide in 50 ml of isopropanol. The resulting mixture was cooled and filtered. The air-dried solid weighed 14.4 g. Reactants: O=C([O-])[O-], N#Cc1cccc(O)c1, O=Cc1ccc(C(F)(F)F)cc1F, [K+], [K+], CN(C)C=O, O. Yields the product N#Cc1cccc(Oc2cc(C(F)(F)F)ccc2C=O)c1. Reaction SMILES: [C:14](=[O:15])([O-:16])[O-:17].[C:20](#[N:21])[c:22]1[cH:23][c:24]([OH:28])[cH:25][cH:26][cH:27]1.[F:1][C:2]([F:3])([F:4])[c:5]1[cH:6][c:7]([F:13])[c:8]([CH:9]=[O:10])[cH:11][cH:12]1.[K+:18].[K+:19].[O:30]=[CH:31][N:32]([CH3:33])[CH3:34].[OH2:29]>>[F:1][C:2]([F:3])([F:4])[c:5]1[cH:6][c:7]([O:28][c:24]2[cH:23][c:22]([C:20]#[N:21])[cH:27][cH:26][cH:25]2)[c:8]([CH:9]=[O:10])[cH:11][cH:12]1. Reactants: ClC1=C2C3=C(C(NC2=NC=C1)=O)C=CC(=C3)Cl (1,9-dichloro-5H-benzo[c][1,8]naphthyridin-6-one), NC1=CC=C(C=C1)NC(C1=CC=CC=C1)=O (N-(4-aminophenyl)benzamide). The product is ClC1=CC2=C(C(NC3=NC=CC(=C23)NC2=CC=C(C=C2)NC(C2=CC=CC=C2)=O)=O)C=C1 (N-(4-(9-Chloro-6-oxo-5,6-dihydrobenzo[c][1,8]naphthyridin-1-ylamino)phenyl)benzamide). Reaction SMILES: Cl[C:2]1[CH:11]=[CH:10][N:9]=[C:8]2[C:3]=1[C:4]1[CH:16]=[C:15]([Cl:17])[CH:14]=[CH:13][C:5]=1[C:6](=[O:12])[NH:7]2.[NH2:18][C:19]1[CH:24]=[CH:23][C:22]([NH:25][C:26](=[O:33])[C:27]2[CH:32]=[CH:31][CH:30]=[CH:29][CH:28]=2)=[CH:21][CH:20]=1>>[Cl:17][C:15]1[CH:14]=[CH:13][C:5]2[C:6](=[O:12])[NH:7][C:8]3[C:3]([C:4]=2[CH:16]=1)=[C:2]([NH:18][C:19]1[CH:24]=[CH:23][C:22]([NH:25][C:26](=[O:33])[C:27]2[CH:32]=[CH:31][CH:30]=[CH:29][CH:28]=2)=[CH:21][CH:20]=1)[CH:11]=[CH:10][N:9]=3. Reported procedure: The title compound was synthesized according to the procedure described for the preparation of Example 267 using 1,9-dichloro-5H-benzo[c][1,8]naphthyridin-6-one and N-(4-aminophenyl)benzamide to provide 293. LC-MS (M+H=442, obsd.=442).